Dataset: the Open Reaction Database (ORD), a public repository of structured organic reaction records. Task: describe an organic reaction: reactants, conditions, products, and yield Starting materials: C(C=C)C1=C2C(=NC=NC2=CC(=C1OC)OC)NC1=CC(=CC=C1)Br ((5-allyl-6,7-dimethoxy-quinazolin-4-yl)-(3-bromo-phenyl)-amine), CO (methanol). Reaction conditions: time 8 hour. The product is COC1=C2CC(N(C3=NC=NC(C=C1OC)=C32)C3=CC(=CC=C3)Br)O (7,8-dimethoxy-4-(3-bromo-phenyl)-5,6-dihydro-4H-1,3,4-triaza-phenalen-5-ol). RXN SMILES: [CH2:1]([C:4]1[C:13]([O:14][CH3:15])=[C:12]([O:16][CH3:17])[CH:11]=[C:10]2[C:5]=1[C:6]([NH:18][C:19]1[CH:24]=[CH:23][CH:22]=[C:21]([Br:25])[CH:20]=1)=[N:7][CH:8]=[N:9]2)[CH:2]=C.C[OH:27]>>[CH3:15][O:14][C:13]1[C:12]([O:16][CH3:17])=[CH:11][C:10]2=[C:5]3[C:4]=1[CH2:1][CH:2]([OH:27])[N:18]([C:19]1[CH:24]=[CH:23][CH:22]=[C:21]([Br:25])[CH:20]=1)[C:6]3=[N:7][CH:8]=[N:9]2. Reported procedure: To a solution of (5-allyl-6,7-dimethoxy-quinazolin-4-yl)-(3-bromo-phenyl)-amine (0.17 g, 0.42 mmol) (from Example 17, Step E, supra) in methanol (50 mL) at −78° C. was passed a continuous stream of 03 until the color of the solution became blue. The reaction solution was then purged with argon, and methyl sulfide (5 mL) (Aldrich) was added. The reaction mixture was slowly warmed to room temperature and stirred overnight. The solution was concentrated, the residue was dried in vacuo to give the d... The product is FC1=C(C=CC(=C1)CCOC1=CC=C(C=C1)C(F)(F)F)C1OCCO1 (2-(2-fluoro-4-{2-[4-(trifluoromethyl)phenoxy]ethyl}phenyl)-1,3-dioxolane). Run in C1CCOC1 (THF), C1CCOC1 (THF). Run at temperature 0 celsius. Reaction SMILES: Br[C:2]1[CH:7]=[CH:6][C:5]([CH:8]2[O:12][CH2:11][CH2:10][O:9]2)=[C:4]([F:13])[CH:3]=1.II.[CH2:16]1O[CH2:17]1.[NH4+].[Cl-].C1C=CC(P(C2C=CC=CC=2)C2C=CC=CC=2)=CC=1.[F:40][C:41]([F:50])([F:49])[C:42]1[CH:43]=[CH:44][C:45]([OH:48])=[CH:46][CH:47]=1.CCOC(/N=N/C(OCC)=O)=O>C1COCC1>[F:13][C:4]1[CH:3]=[C:2]([CH2:16][CH2:17][O:48][C:45]2[CH:44]=[CH:43][C:42]([C:41]([F:49])([F:50])[F:40])=[CH:47][CH:46]=2)[CH:7]=[CH:6][C:5]=1[CH:8]1[O:12][CH2:11][CH2:10][O:9]1 |f:3.4|. Reported procedure: To a THF (40 mL) solution of 2-(4-bromo-2-fluorophenyl)-1,3-dioxolane (3.29 g) was added Mg (406 mg) and I2 (135 mg), then the resultant mixture was refluxed for 5 hours. After cooling to 0° C., the reaction mixture was added ethylene oxide (12.5 mL, 1.1 M in THF), then the resultant mixture was stirred at 50° C. for 3 hours. The reaction mixture was added ethylene oxide (12.5 mL, 1.1 M in THF), the resultant mixture was stirred at 50° C. over night. The mixture was poured into saturated aqueous... Reactants: resultant mixture, C1CO1 (ethylene oxide), resultant mixture, [NH4+].[Cl-] (NH4Cl), C1=CC=C(C=C1)P(C2=CC=CC=C2)C3=CC=CC=C3 (PPh3), FC(C=1C=CC(=CC1)O)(F)F (alpha,alpha,alpha-trifluoro-p-cresol), CCOC(=O)/N=N/C(=O)OCC (DEAD), BrC1=CC(=C(C=C1)C1OCCO1)F (2-(4-bromo-2-fluorophenyl)-1,3-dioxolane), II (I2), resultant mixture, resultant mixture, C1CO1 (ethylene oxide). Starting materials: C[N+](C)(C)Cc1ccccc1, CO, CC(C)(C)O, C[N+](=O)[O-], C1CCOC1, [OH-], O=C1C=CC(c2ccccc2)(c2ccccc2)CC1. Yields the product O=C1CCC(c2ccccc2)(c2ccccc2)C(C[N+](=O)[O-])C1. Reaction SMILES: [CH2:2]([N+:3]([CH3:4])([CH3:5])[CH3:6])[c:7]1[cH:8][cH:9][cH:10][cH:11][cH:12]1.[CH3:36][OH:37].[CH3:38][C:39]([OH:40])([CH3:41])[CH3:42].[N+:32](=[O:33])([O-:34])[CH3:35].[O:43]1[CH2:44][CH2:45][CH2:46][CH2:47]1.[OH-:1].[c:13]1([C:19]2([c:26]3[cH:27][cH:28][cH:29][cH:30][cH:31]3)[CH:20]=[CH:21][C:22](=[O:25])[CH2:23][CH2:24]2)[cH:14][cH:15][cH:16][cH:17][cH:18]1>>[c:13]1([C:19]2([c:26]3[cH:27][cH:28][cH:29][cH:30][cH:31]3)[CH:20]([CH2:35][N+:32](=[O:33])[O-:34])[CH2:21][C:22](=[O:25])[CH2:23][CH2:24]2)[cH:14][cH:15][cH:16][cH:17][cH:18]1. Reactants: [N+](=O)([O-])C1=CC=C(C=C1)CCOC(=O)NC1=NC(N([C@H]2C[C@H](O)[C@@H](CO)O2)C=C1)=O (N4 -(2-(4-nitrophenyl)ethoxycarbonyl)-2'-deoxycytidine), CC(C)O.N#N (i-PrOH N2), N1=CC=CC=C1 (pyridine), ClC1=C(C(=CC=C1)[N+](=O)[O-])CCOC(=O)Cl (2-(2-chloro-6-nitrophenyl)ethoxycarbonyl chloride). Solvent: C(Cl)Cl (CH2Cl2), C(Cl)Cl (CH2Cl2). Run at temperature -60 celsius, time 75 minute. Product: ClC1=C(C(=CC=C1)[N+](=O)[O-])CCOC(=O)OC[C@@H]1[C@H](C[C@@H](O1)N1C(=O)N=C(NC(=O)OCCC2=CC=C(C=C2)[N+](=O)[O-])C=C1)O (5'-O-(2-(2-chloro-6-nitrophenyl)ethoxycarbonyl)-N4 -(2-(4-nitrophenyl)ethoxycarbonyl)-2'-deoxycytidine). Yield: 68.0%. RXN SMILES: [N+:1]([C:4]1[CH:9]=[CH:8][C:7]([CH2:10][CH2:11][O:12][C:13]([NH:15][C:16]2[CH:29]=[CH:28][N:19]([C@@H:20]3[O:27][C@H:24]([CH2:25][OH:26])[C@@H:22]([OH:23])[CH2:21]3)[C:18](=[O:30])[N:17]=2)=[O:14])=[CH:6][CH:5]=1)([O-:3])=[O:2].N1C=CC=CC=1.[Cl:37][C:38]1[CH:43]=[CH:42][CH:41]=[C:40]([N+:44]([O-:46])=[O:45])[C:39]=1[CH2:47][CH2:48][O:49][C:50](Cl)=[O:51].CC(O)C.N#N>C(Cl)Cl>[Cl:37][C:38]1[CH:43]=[CH:42][CH:41]=[C:40]([N+:44]([O-:46])=[O:45])[C:39]=1[CH2:47][CH2:48][O:49][C:50]([O:26][CH2:25][C@H:24]1[O:27][C@@H:20]([N:19]2[CH:28]=[CH:29][C:16]([NH:15][C:13]([O:12][CH2:11][CH2:10][C:7]3[CH:6]=[CH:5][C:4]([N+:1]([O-:3])=[O:2])=[CH:9][CH:8]=3)=[O:14])=[N:17][C:18]2=[O:30])[CH2:21][C@@H:22]1[OH:23])=[O:51] |f:3.4|. Procedure details: N4 -(2-(4-nitrophenyl)ethoxycarbonyl)-2'-deoxycytidine (5 g, 11.9 mmol) was co-evaporated with pyridine (2×60 ml, pro analysi quality, additionally dried over molecular sieve 4 Å), dissolved in pyridine (60 ml, see above) and cooled to -60° C. (i-PrOH/N2). A solution of 2-(2-chloro-6-nitrophenyl)ethoxycarbonyl chloride (4.7 g, 17.8 mmol) in CH2Cl2 (60 ml, dist. over CaH2) was added dropwise thereto for 75 min and was stirred for 1 h 45 min in conditions of i-PrOH/N2 cooling (-40° to -25° C.). Th... Reactants: CN(CC(=O)O)NC(=O)NCc1ccc(Cl)cc1, CCOC(OCC)C(C)N(Cc1cccc2ccccc12)C(=O)C(N)Cc1ccc(OC(C)(C)C)cc1. The product is CCOC(OCC)C(C)N(Cc1cccc2ccccc12)C(=O)C(Cc1ccc(OC(C)(C)C)cc1)NC(=O)CN(C)NC(=O)NCc1ccc(Cl)cc1. Reaction SMILES: [Cl:1][c:2]1[cH:3][cH:4][c:5]([CH2:6][NH:7][C:8](=[O:9])[NH:10][N:11]([CH3:12])[CH2:13][C:14](=[O:15])[OH:16])[cH:17][cH:18]1.[NH2:19][CH:20]([C:21](=[O:22])[N:23]([CH2:24][c:25]1[cH:26][cH:27][cH:28][c:29]2[cH:30][cH:31][cH:32][cH:33][c:34]12)[CH:35]([CH:36]([O:37][CH2:38][CH3:39])[O:40][CH2:41][CH3:42])[CH3:43])[CH2:44][c:45]1[cH:46][cH:47][c:48]([O:51][C:52]([CH3:53])([CH3:54])[CH3:55])[cH:49][cH:50]1>>[Cl:1][c:2]1[cH:3][cH:4][c:5]([CH2:6][NH:7][C:8](=[O:9])[NH:10][N:11]([CH3:12])[CH2:13][C:14](=[O:16])[NH:19][CH:20]([C:21](=[O:22])[N:23]([CH2:24][c:25]2[cH:26][cH:27][cH:28][c:29]3[cH:30][cH:31][cH:32][cH:33][c:34]23)[CH:35]([CH:36]([O:37][CH2:38][CH3:39])[O:40][CH2:41][CH3:42])[CH3:43])[CH2:44][c:45]2[cH:46][cH:47][c:48]([O:51][C:52]([CH3:53])([CH3:54])[CH3:55])[cH:49][cH:50]2)[cH:17][cH:18]1. Starting materials: 2-methyl-2-(2-tetrahydropyranyloxymethyl)-4-(1,2-dihydro-2-oxo-1-pyridyl)-6-cyano-3-chroman, O1C(CCCC1)CC(C)=O (1-(2-tetrahydropyranyl)2-propanone), CC1(OC2=CC=C(C=C2C(C1)=O)C#N)COC1OCCCC1 (2-methyl-2-(2-tetrahydropyranyloxymethyl)-6-cyano-4-chromanone), CC1(OC2=CC=C(C=C2C(C1)O)C#N)COC1OCCCC1 (2-methyl-2-(2-tetrahydropyranyloxymethyl)-6-cyano-4-chromanol), CC1(OC2=CC=C(C=C2C=C1)C#N)COC1OCCCC1 (2-methyl-2-(2-tetrahydropyranyloxymethyl)-6-cyano-3-chromene), 3,4-epoxide, Cl (HCl). Yields the product OCC1(OC2=CC=C(C=C2C(=C1)N1C(C=CC=C1)=O)C#N)C (2-hydroxymethyl-2-methyl-4-(1,2-dihydro2-oxo-1-pyridyl)-6-cyano-3-chromene). Reaction SMILES: O1CCCCC1CC(=O)C.[CH3:11][C:12]1([CH2:25][O:26]C2CCCCO2)[CH2:21][C:20](=O)[C:19]2[C:14](=[CH:15][CH:16]=[C:17]([C:23]#[N:24])[CH:18]=2)[O:13]1.CC1(COC2CCCCO2)CC(O)C2[C:36](=[CH:37][CH:38]=[C:39]([C:45]#[N:46])C=2)[O:35]1.CC1(COC2CCCCO2)C=CC2C(=CC=C(C#N)C=2)O1.Cl>>[OH:26][CH2:25][C:12]1([CH3:11])[CH:21]=[C:20]([N:46]2[CH:45]=[CH:39][CH:38]=[CH:37][C:36]2=[O:35])[C:19]2[C:14](=[CH:15][CH:16]=[C:17]([C:23]#[N:24])[CH:18]=2)[O:13]1. Procedure details: A mixture of 1 g of 2-methyl-2-(2-tetrahydropyranyloxymethyl)-4-(1,2-dihydro-2-oxo-1-pyridyl)-6-cyano-3-chroman [obtainable from 1-(2-tetrahydropyranyl)2-propanone via 2-methyl-2-(2-tetrahydropyranyloxymethyl)-6-cyano-4-chromanone, 2-methyl-2-(2-tetrahydropyranyloxymethyl)-6-cyano-4-chromanol, 2-methyl-2-(2-tetrahydropyranyloxymethyl)-6-cyano-3-chromene and the corresponding 3,4-epoxide] and 15 ml of 10% methanolic HCl solution is boiled for 15 min. Cooling and customary working up gives 2-hydro... Reactants: COc1cccc2[nH]c(C)cc12, ClCc1cccc2ccccc12, CN(C)C=O, O. Reaction SMILES: [CH3:1][O:2][c:3]1[c:4]2[cH:5][c:6]([CH3:12])[nH:7][c:8]2[cH:9][cH:10][cH:11]1.[Cl:13][CH2:14][c:15]1[cH:16][cH:17][cH:18][c:19]2[cH:20][cH:21][cH:22][cH:23][c:24]12.[O:25]=[CH:26][N:27]([CH3:28])[CH3:29].[OH2:30]>>[CH3:1][O:2][c:3]1[c:4]2[cH:5][c:6]([CH3:12])[n:7]([CH2:14][c:15]3[cH:16][cH:17][cH:18][c:19]4[cH:20][cH:21][cH:22][cH:23][c:24]34)[c:8]2[cH:9][cH:10][cH:11]1. Product: COc1cccc2c1cc(C)n2Cc1cccc2ccccc12.